This data is from the Open Reaction Database (ORD), a public repository of structured organic reaction records. The task is: describe an organic reaction: reactants, conditions, products, and yield Starting materials: C1[C@@H]2C[C@@H]2N([C@@H]1C#N)C(=O)[C@H](C34CC5CC(C3)CC(C5)(C4)O)N (Saxagliptine), CC(=O)C (acetone). Run at time 24 hour. Product: CC(C)=N[C@H](C(=O)N1[C@H]2C[C@H]2C[C@H]1C#N)C12CC3(CC(CC(C1)C3)C2)O ((1S,3S,5S)-2-[(2S)-2-propan-2-ylideneamino-2-(3-hydroxy-1-adamantyl)acetyl]-2-azabicyclo[3.1.0]hexane-3-carbonitrile). As a reaction SMILES: [CH2:1]1[C@@H:6]([C:7]#[N:8])[N:5]([C:9]([C@@H:11]([NH2:23])[C:12]23[CH2:21][C:19]4([OH:22])[CH2:20][CH:14]([CH2:15][CH:16]([CH2:18]4)[CH2:17]2)[CH2:13]3)=[O:10])[C@@H:4]2[C@H:2]1[CH2:3]2.[CH3:24][C:25]([CH3:27])=O>>[CH3:24][C:25](=[N:23][C@@H:11]([C:12]12[CH2:17][CH:16]3[CH2:15][CH:14]([CH2:20][C:19]([OH:22])([CH2:18]3)[CH2:21]1)[CH2:13]2)[C:9]([N:5]1[C@H:6]([C:7]#[N:8])[CH2:1][C@H:2]2[C@@H:4]1[CH2:3]2)=[O:10])[CH3:27]. Procedure details: Saxagliptine form H-1 (100 mg) was suspended in acetone (1 ml). The suspension was stirred for 24 hours at room temperature, after which it was filtered and dried on air, yielding 54 mg of crystalline product Reactants: IC=1C=CC=C2C(N(C(=NC12)SC)CCOC)=O (8-iodo-3-(2-methoxyethyl)-2-(methylthio)quinazolin-4(3H)-one), N(=C=S)CCOCCOC (1-isothiocyanato-2-(2-methoxyethoxyl)ethane). The product is IC=1C=CC=C2C(N(C(=NC12)SC)CCOCCOC)=O (8-iodo-3-(2-(2-methoxyethoxyl)ethyl)-2-(methyl-thio)quinazolin-4(3H)-one). RXN SMILES: [I:1][C:2]1[CH:3]=[CH:4][CH:5]=[C:6]2[C:11]=1[N:10]=[C:9]([S:12][CH3:13])[N:8]([CH2:14][CH2:15][O:16][CH3:17])[C:7]2=[O:18].N(C[CH2:23][O:24][CH2:25]COC)=C=S>>[I:1][C:2]1[CH:3]=[CH:4][CH:5]=[C:6]2[C:11]=1[N:10]=[C:9]([S:12][CH3:13])[N:8]([CH2:14][CH2:15][O:16][CH2:17][CH2:23][O:24][CH3:25])[C:7]2=[O:18]. Procedure details: This compound (0.81 g, 1.92 mmol) was prepared according to the procedures described for Intermediate 715a, starting from 1-isothiocyanato-2-(2-methoxyethoxyl)ethane (716a; 0.67 g, 4.21 mmol). m/z (ESI, +ve ion) 421.0 (M+H)+. The reactants are CC1(C)CC(c2cccc(S(=O)(=O)Cl)c2)Nc2ccc(Cl)cc21, ClCCl, Nc1ccc(F)cc1, c1ccncc1. The product is CC1(C)CC(c2cccc(S(=O)(=O)Nc3ccc(F)cc3)c2)Nc2ccc(Cl)cc21. Reaction SMILES: [Cl:1][c:2]1[cH:3][c:4]2[c:9]([cH:10][cH:11]1)[NH:8][CH:7]([c:12]1[cH:13][c:14]([S:18](=[O:19])(=[O:20])[Cl:21])[cH:15][cH:16][cH:17]1)[CH2:6][C:5]2([CH3:22])[CH3:23].[Cl:38][CH2:39][Cl:40].[F:30][c:31]1[cH:32][cH:33][c:34]([NH2:37])[cH:35][cH:36]1.[cH:24]1[cH:25][cH:26][n:27][cH:28][cH:29]1>>[Cl:1][c:2]1[cH:3][c:4]2[c:9]([cH:10][cH:11]1)[NH:8][CH:7]([c:12]1[cH:13][c:14]([S:18](=[O:19])(=[O:20])[NH:37][c:34]3[cH:33][cH:32][c:31]([F:30])[cH:36][cH:35]3)[cH:15][cH:16][cH:17]1)[CH2:6][C:5]2([CH3:22])[CH3:23]. Starting materials: powder, [OH-].[Na+] (sodium hydroxide), N1=CC=C(C=C1)N1C(NC=2C1=NC=CC2)=O (3-(4-pyridyl)-1,3-dihydro-imidazo-(4,5-b)-pyridin-2-one), CI (methyl iodide). Run in CO (methanol). Reaction conditions: time 8 hour. Product: CN1C(N(C2=NC=CC=C21)C2=CC=NC=C2)=O (1-methyl-3-(4-pyridyl)-1,3-dihydro-imidazo-(4,5-b)-pyridin-2-one). Yield: 25.0%. RXN SMILES: [OH-].[Na+].[N:3]1[CH:8]=[CH:7][C:6]([N:9]2[C:13]3=[N:14][CH:15]=[CH:16][CH:17]=[C:12]3[NH:11][C:10]2=[O:18])=[CH:5][CH:4]=1.[CH3:19]I>CO>[CH3:19][N:11]1[C:12]2[C:13](=[N:14][CH:15]=[CH:16][CH:17]=2)[N:9]([C:6]2[CH:5]=[CH:4][N:3]=[CH:8][CH:7]=2)[C:10]1=[O:18] |f:0.1|. Procedure details: 5.7 g of sodium hydroxide pastilles were added to a suspension of 15 g of the product of Step B in 700 ml of methanol and complete dissolution occured after a few minutes. The mixture was stirred at room temperature for an hour and after the addition of 45.6 g of methyl iodide thereto, the mixture was stirred at room temperature for another 6 hours. The mixture stood overnight and was then filtered to remove hydroiodide of product melting at 275°-285° C. The filtrate was evaporated to dryness an... The reactants are C(#N)C(CCCI)(C(C)C)C=1SC=CC1 (4-cyano-4-(2-thienyl)-5-methylhexyl iodide), ClC=1C=C(C=NC1)OCCN1CCNCC1 (1-[2-(5-chloro-3-pyridyloxy)ethyl]piperazine). As a reaction SMILES: [C:1]([C:3]([C:11]1[S:12][CH:13]=[CH:14][CH:15]=1)([CH:8]([CH3:10])[CH3:9])[CH2:4][CH2:5][CH2:6]I)#[N:2].[Cl:16][C:17]1[CH:18]=[C:19]([O:23][CH2:24][CH2:25][N:26]2[CH2:31][CH2:30][NH:29][CH2:28][CH2:27]2)[CH:20]=[N:21][CH:22]=1>>[C:1]([C:3]([C:11]1[S:12][CH:13]=[CH:14][CH:15]=1)([CH:8]([CH3:10])[CH3:9])[CH2:4][CH2:5][CH2:6][N:29]1[CH2:30][CH2:31][N:26]([CH2:25][CH2:24][O:23][C:19]2[CH:20]=[N:21][CH:22]=[C:17]([Cl:16])[CH:18]=2)[CH2:27][CH2:28]1)#[N:2]. Yields the product C(#N)C(CCCN1CCN(CC1)CCOC=1C=NC=C(C1)Cl)(C(C)C)C=1SC=CC1 (1-[4-Cyano-4-(2-thienyl)-5-methylhexyl]-4-[2-(5-chloro-3-pyridyloxy]ethyl]piperazine). Procedure: The title compound was synthesized in accordance with Example 75 from 4-cyano-4-(2-thienyl)-5-methylhexyl iodide and 1-[2-(5-chloro-3-pyridyloxy)ethyl]piperazine. The physico-chemical data of the compound was as below. Reactants: [Li]CCCC, CCOC(=O)Cc1cc(OC)ccc1OC, CCOC(C)=O, CC(C)NC1CCCCC1, Clc1ncc(CI)c(Cl)n1, C1CCOC1. The product is CCOC(=O)C(Cc1cnc(Cl)nc1Cl)c1cc(OC)ccc1OC. As a reaction SMILES: [CH2:11]([Li:12])[CH2:13][CH2:14][CH3:15].[CH2:16]([CH3:17])[O:18][C:19]([CH2:20][c:21]1[c:22]([O:29][CH3:30])[cH:23][cH:24][c:25]([O:27][CH3:28])[cH:26]1)=[O:31].[CH3:47][CH2:48][O:49][C:50](=[O:51])[CH3:52].[CH:1]([NH:2][CH:3]1[CH2:4][CH2:5][CH2:6][CH2:7][CH2:8]1)([CH3:9])[CH3:10].[Cl:32][c:33]1[n:34][cH:35][c:36]([CH2:40][I:41])[c:37]([Cl:39])[n:38]1.[O:42]1[CH2:43][CH2:44][CH2:45][CH2:46]1>>[CH2:16]([CH3:17])[O:18][C:19]([CH:20]([c:21]1[c:22]([O:29][CH3:30])[cH:23][cH:24][c:25]([O:27][CH3:28])[cH:26]1)[CH2:40][c:36]1[cH:35][n:34][c:33]([Cl:32])[n:38][c:37]1[Cl:39])=[O:31]. Starting materials: C(=O)(C(F)(F)F)O (TFA), O1CC[C@H](C2=CC=CC=C12)NC1=NC(=NC=C1[N+](=O)[O-])NC1=C(C=CC(=C1)F)NC(OC(C)(C)C)=O ((R)-tert-butyl 2-(4-(chroman-4-ylamino)-5-nitropyrimidin-2-ylamino)-4-fluorophenylcarbamate). The product is O1CC[C@H](C2=CC=CC=C12)N1C2=NC(=NC=C2N=C1)N1C=NC2=C1C=C(C=C2)F (9-((R)-Chroman-4-yl)-2-(6-fluoro-1H-benzo[d]imidazol-1-yl)-9H-purine). Reaction SMILES: [C:1](O)(C(F)(F)F)=O.[O:8]1[C:17]2[C:12](=[CH:13][CH:14]=[CH:15][CH:16]=2)[C@H:11]([NH:18][C:19]2[C:24]([N+:25]([O-])=O)=[CH:23][N:22]=[C:21]([NH:28][C:29]3[CH:34]=[C:33]([F:35])[CH:32]=[CH:31][C:30]=3[NH:36][C:37](=O)OC(C)(C)C)[N:20]=2)[CH2:10][CH2:9]1>>[O:8]1[C:17]2[C:12](=[CH:13][CH:14]=[CH:15][CH:16]=2)[C@H:11]([N:18]2[CH:1]=[N:25][C:24]3[C:19]2=[N:20][C:21]([N:28]2[C:29]4[CH:34]=[C:33]([F:35])[CH:32]=[CH:31][C:30]=4[N:36]=[CH:37]2)=[N:22][CH:23]=3)[CH2:10][CH2:9]1. Procedure: The title compound as a TFA salt was synthesized from (R)-tert-butyl 2-(4-(chroman-4-ylamino)-5-nitropyrimidin-2-ylamino)-4-fluorophenylcarbamate via the procedure described in Example 15. 1H NMR (300 MHz, CDCl3): δ 9.15 (s, 2H), 8.27 (dd, 1H), 7.89 (s, 1H), 7.78 (dd, 1H), 7.32 (td, 1H), 7.32 (td, 1H), 7.13 (td, 1H), 7.1-6.9 (m, 3H), 6.00 (t, 1H), 4.4-4.3 (m, 2H), 4.2-4.1 (m, 2H), 2.7-2.5 (m, 2H). 19F NMR: δ −116.4.